This data is from the Open Reaction Database (ORD), a public repository of structured organic reaction records. The task is: describe an organic reaction: reactants, conditions, products, and yield Reactants: FC1=CC(=C(C=C1)C1=C(C2=C(S1)C=C(C=C2)OC)OC2=CC=C(C=C2)/C=C/C(=O)NOC2OCCCC2)C ((E)-3-(4-((2-(4-fluoro-2-methylphenyl)-6-methoxybenzo[b]thiophen-3-yl)oxy)phenyl)-N-((tetrahydro-2H-pyran-2-yl)oxy)acrylamide), B(Br)(Br)Br (BBr3). Solvent: C(Cl)Cl (DCM). Reaction conditions: time 1 hour. The product is FC1=CC(=C(C=C1)C1=C(C2=C(S1)C=C(C=C2)O)OC2=CC=C(C=C2)/C=C/C(=O)NO)C ((E)-3-(4-((2-(4-fluoro-2-methylphenyl)-6-hydroxybenzo[b]thiophen-3-yl)oxy)phenyl)-N-hydroxyacrylamide). Yield: 37.4%. Reaction SMILES: [F:1][C:2]1[CH:7]=[CH:6][C:5]([C:8]2[S:12][C:11]3[CH:13]=[C:14]([O:17]C)[CH:15]=[CH:16][C:10]=3[C:9]=2[O:19][C:20]2[CH:25]=[CH:24][C:23](/[CH:26]=[CH:27]/[C:28]([NH:30][O:31]C3CCCCO3)=[O:29])=[CH:22][CH:21]=2)=[C:4]([CH3:38])[CH:3]=1.B(Br)(Br)Br>C(Cl)Cl>[F:1][C:2]1[CH:7]=[CH:6][C:5]([C:8]2[S:12][C:11]3[CH:13]=[C:14]([OH:17])[CH:15]=[CH:16][C:10]=3[C:9]=2[O:19][C:20]2[CH:21]=[CH:22][C:23](/[CH:26]=[CH:27]/[C:28]([NH:30][OH:31])=[O:29])=[CH:24][CH:25]=2)=[C:4]([CH3:38])[CH:3]=1. Procedure: To a 30 mL screw cap vial, (E)-3-(4-((2-(4-fluoro-2-methylphenyl)-6-methoxybenzo[b]thiophen-3-yl)oxy)phenyl)-N-((tetrahydro-2H-pyran-2-yl)oxy)acrylamide (53 mg, 0.099 mmol) was dissolved in DCM (1 mL). The vial was charged with BBr3 (1.0 M in hexanes, 0.298 mL, 0.298 mmol) and the reaction mixture was stirred for 1 h at room temperature. The reaction mixture was quenched with 4 mL MeOH and stirred for 10 min. The mixture was concentrated onto silica gel and the crude material was purified by rev... The reactants are Cl[Si](C1C=2C=CC=CC2C2=C1SC(=C2)C)(C)C (chloro(dimethyl)(2-methyl-8H-indeno[2,1-b]thiophen-8-yl)silane), C(C)(C)(C)N (tert-butylamine), [Li]CCCC (BuLi). Run in CCOCC (ether), CCOCC (ether), CCCCCC (hexane). Conditions: time 3 hour. Product: C(C)(C)(C)N[Si](C1C=2C=CC=CC2C2=C1SC(=C2)C)(C)C (N-(tert-butyl)(dimethyl)(2-methyl-8H-indeno[2,1-b]thiophen-8-yl)silanamine). Reaction SMILES: [C:1]([NH2:5])([CH3:4])([CH3:3])[CH3:2].[Li]CCCC.Cl[Si:12]([CH3:27])([CH3:26])[CH:13]1[C:21]2[S:22][C:23]([CH3:25])=[CH:24][C:20]=2[C:19]2[CH:18]=[CH:17][CH:16]=[CH:15][C:14]1=2>CCOCC.CCCCCC>[C:1]([NH:5][Si:12]([CH3:26])([CH3:27])[CH:13]1[C:21]2[S:22][C:23]([CH3:25])=[CH:24][C:20]=2[C:19]2[CH:18]=[CH:17][CH:16]=[CH:15][C:14]1=2)([CH3:4])([CH3:3])[CH3:2]. Reported procedure: A solution of 0.93 mL (0.0089 mol) of tert-butylamine in 30 mL of ether was treated dropwise with 5.55 mL (0.0089 mol) of 1.6M BuLi in hexane at −30° C. The reaction mixture was stirred at r.t. for 3 h and the resulting suspension was treated with a solution of 2.47 g (0.0088 mol) of chloro(dimethyl)(2-methyl-8H-indeno[2,1-b]thiophen-8-yl)silane in 10 mL of ether at −70° C. The resulting suspension was allowed to warm to r.t. and was stirred overnight. The solution was separated from LiCl and ev... Starting materials: C[Si]([Si](C)(C)C)(C)C.[Li] (lithium hexamethyl disilane), O.NN (Hydrazine monohydrate), S1C2=C(C=C1)C(CC2)=O (5,6-Dihydro-cyclopenta[b]thiophen-4-one), N(=C=S)C1=C(C=CC=C1)C(F)(F)F (1-Isothiocyanato-2-trifluoromethyl-benzene). Run in C(C)(=O)O (acetic acid), C1CCOC1 (THF), O (water). Conditions: time 8 hour. Yields the product S1C=2CC3=C(C2C=C1)NN=C3NC3=C(C=CC=C3)C(F)(F)F ((4,7-Dihydro-1-thia-4,5-diaza-cyclopenta[a]pentalen-6-yl)-(2-trifluoromethyl-phenyl)-amine). The yield is 33.0%. Reaction SMILES: [S:1]1[CH:5]=[CH:4][C:3]2[C:6](=O)[CH2:7][CH2:8][C:2]1=2.[N:10]([C:13]1[CH:18]=[CH:17][CH:16]=[CH:15][C:14]=1[C:19]([F:22])([F:21])[F:20])=[C:11]=S.C[Si](C)(C)[Si](C)(C)C.[Li].O.[NH2:33][NH2:34]>C1COCC1.O.C(O)(=O)C>[S:1]1[CH:5]=[CH:4][C:3]2[C:6]3[NH:33][N:34]=[C:11]([NH:10][C:13]4[CH:18]=[CH:17][CH:16]=[CH:15][C:14]=4[C:19]([F:22])([F:21])[F:20])[C:7]=3[CH2:8][C:2]1=2 |f:2.3,4.5,^1:30|. Procedure details: A mixture of 5,6-Dihydro-cyclopenta[b]thiophen-4-one (1.0 g, 7.4 mmol) and 1-Isothiocyanato-2-trifluoromethyl-benzene (1.5 g, 7.2 mmol) in THF (2.0 mL) was added to lithium hexamethyl disilane (7.0 mL, 7.2 mmol) dropwise at room temperature. The reaction mixture was stirred for 8 hr. Hydrazine monohydrate (0.4 mL, 7.9 mmol) and glacial acetic acid (0.5 mL) were added to the reaction mixture, which was then heated at the reflux temperature for 24 hr. The resulting mixture was added to water (30 m... Starting materials: C(C)OC(=O)C1=CNC2=C1N=CN=C2Cl (4-chloro-5H-pyrrolo[3,2-d]pyrimidine-7-carboxylic Acid Ethyl Ester), N1N=CC=C1 (pyrazole). Run in O1CCOCC1 (1,4 dioxane). Product: N1(N=CC=C1)C=1C2=C(N=CN1)C(=CN2)C(=O)OCC (Ethyl 4-(1H-pyrazol-1-yl)-5H-pyrrolo[3,2-d]pyrimidine-7-carboxylate). Isolated yield 14.6%. As a reaction SMILES: [CH2:1]([O:3][C:4]([C:6]1[C:10]2[N:11]=[CH:12][N:13]=[C:14](Cl)[C:9]=2[NH:8][CH:7]=1)=[O:5])[CH3:2].[NH:16]1[CH:20]=[CH:19][CH:18]=[N:17]1>O1CCOCC1>[N:16]1([C:14]2[C:9]3[NH:8][CH:7]=[C:6]([C:4]([O:3][CH2:1][CH3:2])=[O:5])[C:10]=3[N:11]=[CH:12][N:13]=2)[CH:20]=[CH:19][CH:18]=[N:17]1. Reported procedure: In a sealed tube 4-chloro-5H-pyrrolo[3,2-d]pyrimidine-7-carbonyl chloride 5 (2.0 g, 8.9 mmol), pyrazole (1.8 g, 26.5 mmol) and 1,4 dioxane (10 mL) were heated at 138° C. for 2 h. Upon cooling to ambient temperature a precipitate formed which was collected and washed with saturated aqueous NaHCO3 and diethyl ether to yield 49 (340 mg, 1,3 mmol) as a white solid. The filtrate was treated with saturated aqueous NaHCO3 (20 ml) and the resulting precipitate was washed with saturated aqueous NaHCO3 an... Reactants: C(C)C(C(=O)OCC)(P(=O)(O)O)CC (ethyl diethyl-phosphonoacetate), C(C)(C)(C)C1=C(C=C(C=C1)C=O)[N+](=O)[O-] (2-t-butyl-5-formyl-1-nitrobenzene), 15, [H-].[Na+] (sodium hydride). Run in CN(C=O)C (dimethylformamide), CN(C=O)C (dimethylformamide), C(C)OCC (diethyl ether), CCCCCC (hexane), CN(C=O)C (dimethyl-formamide). Conditions: time 40 minute. Product: C(C)(C)(C)C1=C(C=C(C=C1)\C=C\C(=O)OCC)[N+](=O)[O-] (2-t-Butyl-5-[(E)-2-ethoxycarbonylethenyl]-1-nitrobenzene). Yield: 57.1%. As a reaction SMILES: [H-].[Na+].C([C:5]([CH2:15][CH3:16])(P(O)(O)=O)[C:6]([O:8][CH2:9][CH3:10])=[O:7])C.[C:17]([C:21]1[CH:26]=[CH:25]C(C=O)=[CH:23][C:22]=1[N+:29]([O-:31])=[O:30])([CH3:20])([CH3:19])[CH3:18]>CCCCCC.CN(C)C=O.C(OCC)C>[C:17]([C:21]1[CH:26]=[CH:25][C:16](/[CH:15]=[CH:5]/[C:6]([O:8][CH2:9][CH3:10])=[O:7])=[CH:23][C:22]=1[N+:29]([O-:31])=[O:30])([CH3:20])([CH3:18])[CH3:19] |f:0.1|. Procedure details: 15 8.0 g (0.18 mol) of sodium hydride (as a 55% w/w dispersion in mineral oil) was washed twice with hexane and suspended in 250 ml of dimethyl-formamide. A solution of 31 ml (0.16 mol) of ethyl diethyl-phosphonoacetate in 50 ml of dimethylformamide was then added, with ice-cooling, to the suspension, and the resulting mixture was stirred at room temperature for 40 minutes. At the end of this time, the mixture was ice-cooled and a solution of 27 g (0.13 mol) of 2-t-butyl-5-formyl-1-nitrobenzene ... The reactants are C1(=CC=CC=C1)C(C1=CC=CC=C1)OC(=S)C1=C(CS[C@H]2N1C([C@H]2NC(\C(=N/OC(C2=CC=CC=C2)(C2=CC=CC=C2)C2=CC=CC=C2)\C=2N=C(SC2)NC(=O)OC(C)(C)C)=O)=O)CSC=2N=NNC2 (7β-[(Z)-2-(2-t-butoxycarbonylaminothiazol-4-yl)-2-trityloxyiminoacetamido]-3-(1,2,3-triazol-4-yl) thiomethylthio-3-cephem-4-carboxylic acid diphenylmethyl ester), [Cl-].[Al+3].[Cl-].[Cl-] (aluminum chloride). Solvent: C1(=CC=CC=C1)OC (anisole), C1(=CC=CC=C1)OC (anisole), [N+](=O)([O-])C (nitromethane). Conditions: time 1 hour. Yields the product NC=1SC=C(N1)/C(/C(=O)N[C@H]1[C@@H]2N(C(=C(CS2)CSC=2N=NNC2)C(=S)O)C1=O)=N/O (7β-[(Z)-2-(2-aminothiazol-4-yl)-2-hydroxyiminoacetamido]-3-(1,2,3-triazol-4-yl)thiomethylthio-3-cephem-4-carboxylic acid). Yield: 93.4%. RXN SMILES: C1(C([O:14][C:15]([C:17]2[N:22]3[C:23](=[O:63])[C@@H:24]([NH:25][C:26](=[O:62])/[C:27](/[C:49]4[N:50]=[C:51]([NH:54]C(OC(C)(C)C)=O)[S:52][CH:53]=4)=[N:28]\[O:29]C(C4C=CC=CC=4)(C4C=CC=CC=4)C4C=CC=CC=4)[C@H:21]3[S:20][CH2:19][C:18]=2[CH2:64][S:65][C:66]2[N:67]=[N:68][NH:69][CH:70]=2)=[S:16])C2C=CC=CC=2)C=CC=CC=1.[Cl-].[Al+3].[Cl-].[Cl-]>C1(OC)C=CC=CC=1.[N+](C)([O-])=O>[NH2:54][C:51]1[S:52][CH:53]=[C:49](/[C:27](=[N:28]/[OH:29])/[C:26]([NH:25][C@@H:24]2[C:23](=[O:63])[N:22]3[C:17]([C:15]([OH:14])=[S:16])=[C:18]([CH2:64][S:65][C:66]4[N:67]=[N:68][NH:69][CH:70]=4)[CH2:19][S:20][C@H:21]23)=[O:62])[N:50]=1 |f:1.2.3.4|. Procedure details: To a suspension of 7β-[(Z)-2-(2-t-butoxycarbonylaminothiazol-4-yl)-2-trityloxyiminoacetamido]-3-(1,2,3-triazol-4-yl) thiomethylthio-3-cephem-4-carboxylic acid diphenylmethyl ester (9.2 g: 9 mMol.) in a mixture of anisole (18 ml) and nitromethane (72 ml) is added dropwise a solution of aluminum chloride (9.6 g: 72 mMol.) in anisole (31 ml) at -30° C. After stirring for 1 hour at the same temperature, the reaction mixture is quenched with ethanol (25 ml), stirred for several minutes, diluted with ... The reactants are NN=CC1=CC=C(CNC=2C=C(C(=O)NC(CC(=O)OCC)C=3C=NC=CC3)C=CC2)C=C1 (Ethyl β-[[3-[4-(aminoiminomethyl)benzyl]aminobenzoyl]amino]3-pyridine-propanoate), [OH-].[Li+] (lithium hydroxide). Solvent: CO (methanol). Yields the product NN=CC1=CC=C(CNC=2C=C(C(=O)NC(CC(=O)O)C=3C=NC=CC3)C=CC2)C=C1 (β-[[3-[4-(aminoiminomethyl)benzyl]aminobenzoyl]amino]-3-pyridinepropanoic acid). The yield is 86.8%. As a reaction SMILES: [NH2:1][N:2]=[CH:3][C:4]1[CH:33]=[CH:32][C:7]([CH2:8][NH:9][C:10]2[CH:11]=[C:12]([CH:29]=[CH:30][CH:31]=2)[C:13]([NH:15][CH:16]([C:23]2[CH:24]=[N:25][CH:26]=[CH:27][CH:28]=2)[CH2:17][C:18]([O:20]CC)=[O:19])=[O:14])=[CH:6][CH:5]=1.[OH-].[Li+]>CO>[NH2:1][N:2]=[CH:3][C:4]1[CH:5]=[CH:6][C:7]([CH2:8][NH:9][C:10]2[CH:11]=[C:12]([CH:29]=[CH:30][CH:31]=2)[C:13]([NH:15][CH:16]([C:23]2[CH:24]=[N:25][CH:26]=[CH:27][CH:28]=2)[CH2:17][C:18]([OH:20])=[O:19])=[O:14])=[CH:32][CH:33]=1 |f:1.2|. Reported procedure: Ethyl β-[[3-[4-(aminoiminomethyl)benzyl]aminobenzoyl]amino]3-pyridine-propanoate (0.35 g; 0.8 mmoles) was treated with 1N lithium hydroxide and methanol (1:1; 20 ml) for 5 min. Methanol was removed under reduced pressure and the residue was purified by HPLC using acetonitrile/water/trifluoroacetic acid system. The desired fractions were collected and lyophilized to give 290 mg of white material. FAB-MS: MH+ =418.0.